Dataset: the Open Reaction Database (ORD), a public repository of structured organic reaction records. Task: describe an organic reaction: reactants, conditions, products, and yield Reactants: CC(=CC)[Mg]Br (1-Methyl-1-propenyl magnesium bromide), C(C)(C)(C)OC(N(C=1C=NC=CC1[N+](=O)[O-])CC1=CC=C(C=C1)F)=O ((4-fluorobenzyl)-(4-nitropyridin-3-yl)-carbamic acid tert-butyl ester), [Cl-].[NH4+] (ammonium chloride). The solvent is O1CCCC1 (tetrahydrofuran). Run at temperature -20 celsius, time 5 hour. The product is Cl.FC1=CC=C(CNC=2C3=C(C=NC2)C(=C(N3)C)C)C=C1 (7-(4-fluorobenzylamino)-2,3-dimethyl-1H-pyrrolo[3,2-c]pyridine hydrochloride). Yield: 35.0%. As a reaction SMILES: C(OC(=O)[N:7]([CH2:17][C:18]1[CH:23]=[CH:22][C:21]([F:24])=[CH:20][CH:19]=1)[C:8]1[CH:9]=[N:10][CH:11]=[CH:12][C:13]=1[N+:14]([O-])=O)(C)(C)C.[CH3:26][C:27]([Mg]Br)=[CH:28][CH3:29].[Cl-:32].[NH4+]>O1CCCC1>[ClH:32].[F:24][C:21]1[CH:20]=[CH:19][C:18]([CH2:17][NH:7][C:8]2[C:13]3[NH:14][C:28]([CH3:29])=[C:27]([CH3:26])[C:12]=3[CH:11]=[N:10][CH:9]=2)=[CH:23][CH:22]=1 |f:2.3,5.6|. Procedure details: (4-Fluorobenzyl)-(4-nitropyridin-3-yl)-carbamic acid tert-butyl ester (5.1 g) prepared in Step 2 was dissolved in anhydrous tetrahydrofuran (100 ml) under a nitrogen atmosphere. 1-Methyl-1-propenyl magnesium bromide (0.5M in tetrahydrofuran solution, 55.0 ml, 65.2 mmol) was added at −78° C. to the solution, which was then stirred for 5 hours at −20° C. 20 ml of 20% ammonium chloride solution was added to the reaction mixture, which was then extracted with ethyl acetate (200 ml) twice. The separa...